This data is from the Open Reaction Database (ORD), a public repository of structured organic reaction records. The task is: describe an organic reaction: reactants, conditions, products, and yield The reactants are C(C)(C)(C)OC(NCC=1N(C(C2=CC=C(C=C2C1OCCCC)\C=C\C=1N=CSC1)=O)CC(C)C)=O (Tert-butyl{4-butoxy-2-isobutyl-1-oxo-6-[(E)-2-(1,3-thiazol-4-yl)ethenyl]-1,2-dihydro-3-isoquinolinyl}methylcarbamate), Cl (hydrogen chloride). The solvent is C(C)(=O)OCC (ethyl acetate). Reaction conditions: time 1 hour. Yields the product Cl.NCC=1N(C(C2=CC=C(C=C2C1OCCCC)\C=C\C=1N=CSC1)=O)CC(C)C (3-(aminomethyl)-4-butoxy-2-isobutyl-6-[(E)-2-(1,3-thiazol-4-yl-)ethenyl]-1(2H)-isoquinolinone hydrochloride). Yield: 84.6%. Reaction SMILES: C(OC(=O)[NH:7][CH2:8][C:9]1[N:10]([CH2:32][CH:33]([CH3:35])[CH3:34])[C:11](=[O:31])[C:12]2[C:17]([C:18]=1[O:19][CH2:20][CH2:21][CH2:22][CH3:23])=[CH:16][C:15](/[CH:24]=[CH:25]/[C:26]1[N:27]=[CH:28][S:29][CH:30]=1)=[CH:14][CH:13]=2)(C)(C)C.[ClH:37]>C(OCC)(=O)C>[ClH:37].[NH2:7][CH2:8][C:9]1[N:10]([CH2:32][CH:33]([CH3:34])[CH3:35])[C:11](=[O:31])[C:12]2[C:17]([C:18]=1[O:19][CH2:20][CH2:21][CH2:22][CH3:23])=[CH:16][C:15](/[CH:24]=[CH:25]/[C:26]1[N:27]=[CH:28][S:29][CH:30]=1)=[CH:14][CH:13]=2 |f:3.4|. Procedure details: Tert-butyl{4-butoxy-2-isobutyl-1-oxo-6-[(E)-2-(1,3-thiazol-4-yl)ethenyl]-1,2-dihydro-3-isoquinolinyl}methylcarbamate (0.16 g, 0.3 mmol) was dissolved in a solution of 4N hydrogen chloride in ethyl acetate solution (5 ml). The solution was stirred at room temperature for 1 h. The reaction was concentrated under reduced pressure, and the residue was recrystallized from methanol-diisopropyl ether to give 3-(aminomethyl)-4-butoxy-2-isobutyl-6-[(E)-2-(1,3-thiazol-4-yl-)ethenyl]-1(2H)-isoquinolinone h... The reactants are [N+](=O)([O-])C=1C=CC(=C(C(=O)N2CCN(CC2)CCCN2CCN(CC2)C(C2=C(C=CC(=C2)[N+](=O)[O-])C2=CC(=C(C(=C2)OC)OC)OC)=O)C1)C1=CC(=C(C(=C1)OC)OC)OC (1,3-bis[4-[5-nitro-2-(3,4,5-trimethoxyphenyl)benzoyl]-1-piperazinyl]-propane). The reagents and catalysts are [Pd] (Palladium on carbon). The solvent is C(C)(=O)O.CO (acetic acid methanol). Run at time 3 hour. The product is NC=1C=CC(=C(C(=O)N2CCN(CC2)CCCN2CCN(CC2)C(C2=C(C=CC(=C2)N)C2=CC(=C(C(=C2)OC)OC)OC)=O)C1)C1=CC(=C(C(=C1)OC)OC)OC (1,3-bis[4-[5-amino-2-(3,4,5-trimethoxyphenyl)benzoyl]-1-piperazinyl]propane). Yield: 37.0%. Reaction SMILES: [N+:1]([C:4]1[CH:5]=[CH:6][C:7]([C:50]2[CH:55]=[C:54]([O:56][CH3:57])[C:53]([O:58][CH3:59])=[C:52]([O:60][CH3:61])[CH:51]=2)=[C:8]([CH:49]=1)[C:9]([N:11]1[CH2:16][CH2:15][N:14]([CH2:17][CH2:18][CH2:19][N:20]2[CH2:25][CH2:24][N:23]([C:26](=[O:48])[C:27]3[CH:32]=[C:31]([N+:33]([O-])=O)[CH:30]=[CH:29][C:28]=3[C:36]3[CH:41]=[C:40]([O:42][CH3:43])[C:39]([O:44][CH3:45])=[C:38]([O:46][CH3:47])[CH:37]=3)[CH2:22][CH2:21]2)[CH2:13][CH2:12]1)=[O:10])([O-])=O>[Pd].C(O)(=O)C.CO>[NH2:33][C:31]1[CH:30]=[CH:29][C:28]([C:36]2[CH:37]=[C:38]([O:46][CH3:47])[C:39]([O:44][CH3:45])=[C:40]([O:42][CH3:43])[CH:41]=2)=[C:27]([CH:32]=1)[C:26]([N:23]1[CH2:24][CH2:25][N:20]([CH2:19][CH2:18][CH2:17][N:14]2[CH2:15][CH2:16][N:11]([C:9](=[O:10])[C:8]3[CH:49]=[C:4]([NH2:1])[CH:5]=[CH:6][C:7]=3[C:50]3[CH:51]=[C:52]([O:60][CH3:61])[C:53]([O:58][CH3:59])=[C:54]([O:56][CH3:57])[CH:55]=3)[CH2:12][CH2:13]2)[CH2:21][CH2:22]1)=[O:48] |f:2.3|. Procedure details: 10% Palladium on carbon (50 mg) was added to a solution in acetic acid-methanol (1 ml-i ml) of 1,3-bis[4-[5-nitro-2-(3,4,5-trimethoxyphenyl)benzoyl]-1-piperazinyl]-propane dthydrochloride (91 mg; 0.10 mmol) synthesized by the process described in Example 8. After the mixture was stirred at room temperature for 3 hours under hydrogen, the catalyst was removed from the reaction mixture by filtration. The filtrate was concentrated under reduced pressure, and a saturated aqueous solution of sodium h... The reactants are BrC=1C=C(C=NC1Cl)C(=O)O (5-bromo-6-chloro-3-pyridinecarboxylic acid), Cl.NC[C@@H]1[C@@H](CCCC1)O (cis-2-aminomethyl-1-cyclohexanol hydrochloride), C(C1=CC=CC=C1)O (benzylalcohol), ClC1=CC=C(C=C1)B(O)O ((4-chloro-phenyl)-boronic acid). Yields the product C(C1=CC=CC=C1)OC1=NC=C(C(=O)NCC2C(CCCC2)O)C=C1C1=CC=C(C=C1)Cl (racemic 6-benzyloxy-5-(4-chloro-phenyl)-N-((1RS,2RS)-2-hydroxy-cyclohexylmethyl)-nicotinamide). As a reaction SMILES: Br[C:2]1[CH:3]=[C:4]([C:9]([OH:11])=O)[CH:5]=[N:6][C:7]=1Cl.[CH2:12]([OH:19])[C:13]1[CH:18]=[CH:17][CH:16]=[CH:15][CH:14]=1.[Cl:20][C:21]1[CH:26]=[CH:25][C:24](B(O)O)=[CH:23][CH:22]=1.Cl.[NH2:31][CH2:32][C@H:33]1[CH2:38][CH2:37][CH2:36][CH2:35][C@H:34]1[OH:39]>>[CH2:12]([O:19][C:7]1[C:2]([C:24]2[CH:25]=[CH:26][C:21]([Cl:20])=[CH:22][CH:23]=2)=[CH:3][C:4]([C:9]([NH:31][CH2:32][CH:33]2[CH2:38][CH2:37][CH2:36][CH2:35][CH:34]2[OH:39])=[O:11])=[CH:5][N:6]=1)[C:13]1[CH:18]=[CH:17][CH:16]=[CH:15][CH:14]=1 |f:3.4|. Procedure: The title compound was synthesized in analogy to Example 75, using 5-bromo-6-chloro-3-pyridinecarboxylic acid, benzylalcohol, (4-chloro-phenyl)-boronic acid and cis-2-aminomethyl-1-cyclohexanol hydrochloride as starting materials to yield racemic 6-benzyloxy-5-(4-chloro-phenyl)-N-((1RS,2RS)-2-hydroxy-cyclohexylmethyl)-nicotinamide. MS (ISP) 451.3 (M+H)+.